This data is from the Open Reaction Database (ORD), a public repository of structured organic reaction records. The task is: describe an organic reaction: reactants, conditions, products, and yield Reactants: Cl.OC=1C(C=C(N(C1)CC(F)(F)F)C)=O (5-Hydroxy-2-methyl-1-(2,2,2-trifluoroethyl)pyridin-4(1H)-one hydrochloride), [OH-].[Na+] (sodium hydroxide), C=O (formaldehyde), C=O (formaldehyde). Reaction conditions: temperature 40.5 celsius, time 11 hour. Yields the product OC1=C(N(C(=CC1=O)C)CC(F)(F)F)CO (3-hydroxy-2-(hydroxymethyl)-6-methyl-1-(2,2,2-trifluoroethyl)pyridin-4(1H)-one). Reaction SMILES: Cl.[OH:2][C:3]1[C:4](=[O:15])[CH:5]=[C:6]([CH3:14])[N:7]([CH2:9][C:10]([F:13])([F:12])[F:11])[CH:8]=1.[OH-:16].[Na+].[CH2:18]=O>>[OH:2][C:3]1[C:4](=[O:15])[CH:5]=[C:6]([CH3:14])[N:7]([CH2:9][C:10]([F:11])([F:12])[F:13])[C:8]=1[CH2:18][OH:16] |f:0.1,2.3|. Reported procedure: 5-Hydroxy-2-methyl-1-(2,2,2-trifluoroethyl)pyridin-4(1H)-one hydrochloride (4.87 g. 20.0 mmol) was mixed with 37% formaldehyde (30 mL) and 6N sodium hydroxide (7 mL, 42.0 mmol). The reaction mixture was stirred at 39-42° C. for 11 hours, and then additional 37% formaldehyde (30 mL) was added. The reaction mixture was stirred at 37° C. for 12 hours and then left at room temperature for a further 12 hours. The solid was filtered and the filtrate was acidified to pH about 5 to 6. The solution was c... The reactants are N[C@@H](CCP(=O)(C)Cl)C(=O)O (L-homoalanin-4-yl(methyl)phosphinic acid chloride), C1C(C)O1 (propeneoxide). The solvent is C(C)O.O (ethanol water). Reaction conditions: time 1 day. Yields the product N[C@@H](CCP(O)(=O)C)C(=O)O (L-homoalanin-4-yl(methyl)phosphinic acid). The yield is 81.0%. Reaction SMILES: [NH2:1][C@H:2]([C:9]([OH:11])=[O:10])[CH2:3][CH2:4][P:5](Cl)([CH3:7])=[O:6].C1[O:15]C1C>C(O)C.O>[NH2:1][C@H:2]([C:9]([OH:11])=[O:10])[CH2:3][CH2:4][P:5]([CH3:7])(=[O:15])[OH:6] |f:2.3|. Procedure: 0.33 g (0.0015 mol) of L-homoalanin-4-yl(methyl)phosphinic acid chloride are dissolved in 15 ml of ethanol/water and mixed with 0.3 g (0.005 mol) of propeneoxide. After allowing to stand for one day at room temperature, 0.22 g (80.1% of theory) of L-homoalanin-4-yl(methyl)phosphinic acid is obtained as a white solid with a melting point of 212°-214° C. (decomposes); [α]D22 =14.7° (c=0.984 in H2O). RXN SMILES: [NH2:1][C:2]1[C:3]2[C:10]([C:11]3[CH:20]=[C:19]4[C:14]([CH:15]=[CH:16][C:17]([C:21]5[CH:26]=[CH:25][CH:24]=[CH:23][CH:22]=5)=[N:18]4)=[CH:13][CH:12]=3)=[CH:9][N:8]([C@H:27]3[CH2:30][C@H:29]([CH2:31]OS(C4C=CC(C)=CC=4)(=O)=O)[CH2:28]3)[C:4]=2[N:5]=[CH:6][N:7]=1.[NH:43]1[CH2:46][CH2:45][CH2:44]1>C1COCC1>[N:43]1([CH2:31][C@H:29]2[CH2:30][C@H:27]([N:8]3[C:4]4[N:5]=[CH:6][N:7]=[C:2]([NH2:1])[C:3]=4[C:10]([C:11]4[CH:20]=[C:19]5[C:14]([CH:15]=[CH:16][C:17]([C:21]6[CH:26]=[CH:25][CH:24]=[CH:23][CH:22]=6)=[N:18]5)=[CH:13][CH:12]=4)=[CH:9]3)[CH2:28]2)[CH2:46][CH2:45][CH2:44]1. Starting materials: NC=1C2=C(N=CN1)N(C=C2C2=CC=C1C=CC(=NC1=C2)C2=CC=CC=C2)[C@@H]2C[C@H](C2)COS(=O)(=O)C2=CC=C(C=C2)C (toluene-4-sulfonic acid trans-3-[4-amino-5-(2-phenylquinolin-7-yl)pyrrolo[2,3-d]pyrimidin-7-yl]-cyclobutylmethyl ester), N1CCC1 (azetidine), N1CCC1 (azetidine). Conditions: time 8 hour. Run in C1CCOC1 (THF). Procedure: A solution of toluene-4-sulfonic acid trans-3-[4-amino-5-(2-phenylquinolin-7-yl)pyrrolo[2,3-d]pyrimidin-7-yl]-cyclobutylmethyl ester and azetidine (0.30 mL, 254 mg, 4.5 mmol) in THF (4 mL) was heated in a sealed tube to 50° C. overnight. More azetidine (0.30 mL, 254 mg, 4.5 mmol) was added, and heating was continued overnight. THF was evaporated, water and saturated NaHCO3 solution, were added, the mixture was extracted with CH2Cl2 (5×20 mL), and the combined CH2Cl2 extracts were washed with wat... Product: N1(CCC1)C[C@@H]1C[C@H](C1)N1C=C(C2=C1N=CN=C2N)C2=CC=C1C=CC(=NC1=C2)C2=CC=CC=C2 (7-(trans-3-Azetidin-1-ylmethylcyclobutyl)-5-(2-phenylquinolin-7-yl)-7H-pyrrolo[2,3-d]pyrimidin-4-ylamine). Reaction conditions: time 1 hour. RXN SMILES: C[Al](C)C.[CH3:5][O:6][C:7]1[CH:12]=[C:11]([CH3:13])[NH:10][N:9]([NH:14][C:15]([NH:17][S:18]([C:21]2[CH:26]=[CH:25][CH:24]=[CH:23][C:22]=2[C:27]([O:29]C)=O)(=[O:20])=[O:19])=[O:16])[N:8]=1.[CH3:31][SH:32]>C1(C)C=CC=CC=1>[CH3:5][O:6][C:7]1[CH:12]=[C:11]([CH3:13])[NH:10][N:9]([NH:14][C:15]([NH:17][S:18]([C:21]2[CH:26]=[CH:25][CH:24]=[CH:23][C:22]=2[C:27]([S:32][CH3:31])=[O:29])(=[O:20])=[O:19])=[O:16])[N:8]=1. Run in C1(=CC=CC=C1)C (toluene). Yields the product COC1=NN(NC(=C1)C)NC(=O)NS(=O)(=O)C1=C(C=CC=C1)C(=O)SC (N-[(4-methoxy-6-methyltriazin-2-yl)aminocarbonyl)-2-(methylthio)carbonylbenzenesulfonamide). Reported procedure: Trimethylaluminum (6.0 ml, 2M) was charged via syringe to 15 ml dry toluene under nitrogen atmosphere and 3.8 g N-[(4-methoxy-6-methyltriazin-2-yl)aminocarbonyl]-2-methoxycarbonylbenzenesulfonamide was added portionwise. After stirring at room temperature for one hour, methyl mercaptan (gas) was passed through the reaction mixture until the initial temperature rise subsided, whereupon the addition was discontinued. The reaction mixture was allowed to stir at room temperature for 1 hour, and quen... Reactants: COC1=NN(NC(=C1)C)NC(=O)NS(=O)(=O)C1=C(C=CC=C1)C(=O)OC (N-[(4-methoxy-6-methyltriazin-2-yl)aminocarbonyl]-2-methoxycarbonylbenzenesulfonamide), C[Al](C)C (Trimethylaluminum), CS (methyl mercaptan). Reactants: CS(=O)(=O)N (methane sulfonamide), C1(CCCCC1)P(C1=C(C=CC=C1)C1=C(C=C(C=C1C(C)C)C(C)C)C(C)C)C1CCCCC1 (2-dicyclohexylphosphino-2′,4′,6′-tri-isopropyl-1,1′-biphenyl), C([O-])([O-])=O.[Cs+].[Cs+] (cesium carbonate), ClC1=NC(=NC(=C1)O[C@H](C)[C@H]1OC(OC1)(C)C)SCC1=C(C(=CC=C1)F)F (4-chloro-2-[(2,3-difluorobenzyl)thio]-6-{(1R)-1-[(4S)-2,2-dimethyl-1,3-dioxolan-4-yl]ethoxy}pyrimidine), product. The reagents and catalysts are C=1C=CC(=CC1)/C=C/C(=O)/C=C/C2=CC=CC=C2.C=1C=CC(=CC1)/C=C/C(=O)/C=C/C2=CC=CC=C2.C=1C=CC(=CC1)/C=C/C(=O)/C=C/C2=CC=CC=C2.[Pd].[Pd] (tris(dibenzylideneacetone)dipalladium). Run in O1CCOCC1 (dioxane). Product: FC1=C(CSC2=NC(=CC(=N2)NS(=O)(=O)C)O[C@H](C)[C@H]2OC(OC2)(C)C)C=CC=C1F (N-(2-[(2,3-Difluorobenzyl)thio]-6-{(1R)-1-[(4S)-2,2-dimethyl-1,3-dioxolan-4-yl]ethoxy}pyrimidin-4-yl)methanesulfonamide). Reaction SMILES: [CH3:1][S:2]([NH2:5])(=[O:4])=[O:3].C1(P(C2CCCCC2)C2C=CC=CC=2C2C(C(C)C)=CC(C(C)C)=CC=2C(C)C)CCCCC1.C(=O)([O-])[O-].[Cs+].[Cs+].Cl[C:47]1[CH:52]=[C:51]([O:53][C@@H:54]([C@@H:56]2[CH2:60][O:59][C:58]([CH3:62])([CH3:61])[O:57]2)[CH3:55])[N:50]=[C:49]([S:63][CH2:64][C:65]2[CH:70]=[CH:69][CH:68]=[C:67]([F:71])[C:66]=2[F:72])[N:48]=1>O1CCOCC1.C1C=CC(/C=C/C(/C=C/C2C=CC=CC=2)=O)=CC=1.C1C=CC(/C=C/C(/C=C/C2C=CC=CC=2)=O)=CC=1.C1C=CC(/C=C/C(/C=C/C2C=CC=CC=2)=O)=CC=1.[Pd].[Pd]>[F:72][C:66]1[C:67]([F:71])=[CH:68][CH:69]=[CH:70][C:65]=1[CH2:64][S:63][C:49]1[N:48]=[C:47]([NH:5][S:2]([CH3:1])(=[O:4])=[O:3])[CH:52]=[C:51]([O:53][C@@H:54]([C@@H:56]2[CH2:60][O:59][C:58]([CH3:61])([CH3:62])[O:57]2)[CH3:55])[N:50]=1 |f:2.3.4,7.8.9.10.11|. Procedure: The subtitle compound was prepared according to the procedure outlined in example 1 step (iv) using a mixture of methane sulfonamide (0.25 g), tris(dibenzylideneacetone)dipalladium (0) (55 mg), 2-dicyclohexylphosphino-2′,4′,6′-tri-isopropyl-1,1′-biphenyl (XPHOS) (29 mg), cesium carbonate (0.30 g) and 4-chloro-2-[(2,3-difluorobenzyl)thio]-6-{(1R)-1-[(4S)-2,2-dimethyl-1,3-dioxolan-4-yl]ethoxy}pyrimidine (the product of Example 47, step i) (0.25 g) in dioxane (5 ml). The crude material was purified... Starting materials: C1CCOC1, Cl, [Na+], [OH-], COC(=O)Cc1ccc2nc(-c3nccc4ccccc34)oc2c1. The product is O=C(O)Cc1ccc2nc(-c3nccc4ccccc34)oc2c1. Reaction SMILES: [CH2:25]1[O:26][CH2:27][CH2:28][CH2:29]1.[ClH:32].[Na+:31].[OH-:30].[c:1]1(-[c:11]2[o:12][c:13]3[c:14]([n:15]2)[cH:16][cH:17][c:18]([CH2:20][C:21](=[O:22])[O:23][CH3:24])[cH:19]3)[n:2][cH:3][cH:4][c:5]2[cH:6][cH:7][cH:8][cH:9][c:10]12>>[c:1]1(-[c:11]2[o:12][c:13]3[c:14]([n:15]2)[cH:16][cH:17][c:18]([CH2:20][C:21](=[O:22])[OH:23])[cH:19]3)[n:2][cH:3][cH:4][c:5]2[cH:6][cH:7][cH:8][cH:9][c:10]12. The reactants are C(C1=CC=CC=C1)OC=1C(=C(C(=CC1)[N+](=O)[O-])CC(C)=O)F (1-(3-benzyloxy-2-fluoro-6-nitrophenyl)-propan-2-one), Br (hydrobromic acid). Run at temperature 100 celsius. Isolated yield 79.8%. Run in C(C)(=O)OC(C)=O (acetic anhydride), C(C)(=O)O (acetic acid), hexanes. Product: FC1=C(C(=CC=C1O)[N+](=O)[O-])CC(C)=O (1-(2-fluoro-3-hydroxy-6-nitrophenyl)-propan-2-one). Reported procedure: Method G-1: To a solution of 1-(3-benzyloxy-2-fluoro-6-nitrophenyl)-propan-2-one (3.03 g, 10 mmol) in acetic anhydride (5 mL) and acetic acid (5 mL) at room temperature was added hydrobromic acid (48% aqueous solution, 3 mL). After addition, the reaction was heated at 100° C. for 30 min and then cooled to room temperature. To this mixture was added 10 mL of hexanes with stirring. The solution was decanted and concentrated. The residue was diluted with ethyl acetate (50 mL) and washed with brine ... Reaction SMILES: C([O:8][C:9]1[C:10]([F:22])=[C:11]([CH2:18][C:19](=[O:21])[CH3:20])[C:12]([N+:15]([O-:17])=[O:16])=[CH:13][CH:14]=1)C1C=CC=CC=1.Br>C(OC(=O)C)(=O)C.C(O)(=O)C>[F:22][C:10]1[C:9]([OH:8])=[CH:14][CH:13]=[C:12]([N+:15]([O-:17])=[O:16])[C:11]=1[CH2:18][C:19](=[O:21])[CH3:20]. Starting materials: [Cl-].[NH4+] (ammonium chloride), C(CBr)Br (ethylene dibromide), BrC(=C)C (2-bromopropene), C(CCC#CC)=O (4-hexynal), C(CCC#CC)=O (4-Hexynal). Run in ice-salt, O1CCCC1 (tetrahydrofuran). The product is CC(=C)C(CCC#CC)O (2-methyloct-1-en-6-yn-3-ol). The yield is 85.0%. RXN SMILES: C(Br)CBr.Br[C:6]([CH3:8])=[CH2:7].[CH:9](=[O:15])[CH2:10][CH2:11][C:12]#[C:13][CH3:14].[Cl-].[NH4+]>O1CCCC1>[CH3:8][C:6]([CH:9]([OH:15])[CH2:10][CH2:11][C:12]#[C:13][CH3:14])=[CH2:7] |f:3.4|. Procedure details: Magnesium (14.4g, 0.6g atom) was dried in a 250ml flask fitted with reflux condenser, mechanical stirrer and addition funnel. After initiation of reaction under dry N2 with about one ml ethylene dibromide in 70ml tetrahydrofuran, 36.0g (0.30 mole) 2-bromopropene was added dropwise at such a rate as to maintain reflux without external heating. The Grignard solution was then stirred until it cooled to room temperature (30 minutes-1 hour). It was then cooled further to -15° in ice-salt, and the tot... The reactants are O1C(OCC1)CCC1N=C(CCCC1)OC (2-[2-(1,3-dioxolan-2-yl)ethyl]-3,4,5,6-tetrahydro-7-methoxy-2H-azepine), [Cl-].[NH4+] (ammonium chloride). Product: Cl.O1C(OCC1)CCC1CCCCC(N1)=N (7-[2-(1,3-dioxolan-2-yl)ethyl]hexahydro-2H-azepin-2-imine, monohydrochloride). RXN SMILES: [O:1]1[CH2:5][CH2:4][O:3][CH:2]1[CH2:6][CH2:7][CH:8]1[CH2:14][CH2:13][CH2:12][CH2:11][C:10](OC)=[N:9]1.[Cl-:17].[NH4+:18]>>[ClH:17].[O:1]1[CH2:5][CH2:4][O:3][CH:2]1[CH2:6][CH2:7][CH:8]1[NH:9][C:10](=[NH:18])[CH2:11][CH2:12][CH2:13][CH2:14]1 |f:1.2,3.4|. Procedure details: The product of Example 106 is reacted with ammonium chloride by the method of Example 5 to generate the t compound.